This data is from the Open Reaction Database (ORD), a public repository of structured organic reaction records. The task is: describe an organic reaction: reactants, conditions, products, and yield The reactants are [Al+3], CNC(=O)COc1ccc(Cl)cc1, [H-], [H-], [H-], [H-], [Li+], [Na+], C1CCOC1, [OH-], O. Yields the product CNCCOc1ccc(Cl)cc1. Reaction SMILES: [Al+3:15].[Cl:1][c:2]1[cH:3][cH:4][c:5]([O:6][CH2:7][C:8](=[O:9])[NH:10][CH3:11])[cH:12][cH:13]1.[H-:14].[H-:17].[H-:18].[H-:19].[Li+:16].[Na+:22].[O:23]1[CH2:24][CH2:25][CH2:26][CH2:27]1.[OH-:21].[OH2:20]>>[Cl:1][c:2]1[cH:3][cH:4][c:5]([O:6][CH2:7][CH2:8][NH:10][CH3:11])[cH:12][cH:13]1. Starting materials: N1(CCCCC1)CCC1CCNCC1 (4-(2-piperidinoethyl)piperidine), C1(=CC=CC=C1)OCCBr (2-bromoethyl phenyl ether), Cl (hydrogen chloride), Cl (hydrochloride), C([O-])(O)=O.[Na+] (sodium bicarbonate). Run in CN(C)C=O (DMF), C(C)N(CC)CC (triethylamine), CCOCC (ether). Product: Cl.Cl.O(C1=CC=CC=C1)CCN1CCC(CC1)CCN1CCCCC1 (1-(2-phenoxyethyl)-4-(2-piperidinoethyl)piperidine dihydrochloride). Reaction SMILES: [N:1]1([CH2:7][CH2:8][CH:9]2[CH2:14][CH2:13][NH:12][CH2:11][CH2:10]2)[CH2:6][CH2:5][CH2:4][CH2:3][CH2:2]1.[C:15]1([O:21][CH2:22][CH2:23]Br)[CH:20]=[CH:19][CH:18]=[CH:17][CH:16]=1.[ClH:25].C(=O)(O)[O-].[Na+]>CCOCC.CN(C=O)C.C(N(CC)CC)C>[ClH:25].[ClH:25].[O:21]([CH2:22][CH2:23][N:12]1[CH2:13][CH2:14][CH:9]([CH2:8][CH2:7][N:1]2[CH2:2][CH2:3][CH2:4][CH2:5][CH2:6]2)[CH2:10][CH2:11]1)[C:15]1[CH:20]=[CH:19][CH:18]=[CH:17][CH:16]=1 |f:3.4,8.9.10|. Procedure details: A mixture of 4-(2-piperidinoethyl)piperidine (3.27 g), 2-bromoethyl phenyl ether (3.35 g), triethylamine (2.3 ml) and DMF (50 ml) was heated on a steam bath for 16 hours. The mixture was worked up as described in Example 16. The crude solid hydrochloride was treated with sodium bicarbonate solution and the mixture extracted with dichloromethane to give the free base which was purified by flash chromatography on silica using methanol/triethylamine, 99:1 as the mobile phase. The oil obtained was d... The reactants are O(C1=CC=CC=C1)C1=CC=C(C=C1)C1=NOC2=C1C(=NC=C2)N (3-(4-Phenoxyphenyl)isoxazolo[4,5-c]pyridin-4-amine), IN1C(CCC1=O)=O (N-iodosuccinimide). The solvent is CN(C=O)C (N,N-dimethylformamide). Product: IC=1C2=C(C(=NC1)N)C(=NO2)C2=CC=C(C=C2)OC2=CC=CC=C2 (7-iodo-3-(4-phenoxyphenyl)isoxazolo[4,5-c]pyridin-4-amine). The yield is 64.7%. As a reaction SMILES: [O:1]([C:8]1[CH:13]=[CH:12][C:11]([C:14]2[C:18]3[C:19]([NH2:23])=[N:20][CH:21]=[CH:22][C:17]=3[O:16][N:15]=2)=[CH:10][CH:9]=1)[C:2]1[CH:7]=[CH:6][CH:5]=[CH:4][CH:3]=1.[I:24]N1C(=O)CCC1=O>CN(C)C=O>[I:24][C:22]1[C:17]2[O:16][N:15]=[C:14]([C:11]3[CH:10]=[CH:9][C:8]([O:1][C:2]4[CH:7]=[CH:6][CH:5]=[CH:4][CH:3]=4)=[CH:13][CH:12]=3)[C:18]=2[C:19]([NH2:23])=[N:20][CH:21]=1. Reported procedure: 3-(4-Phenoxyphenyl)isoxazolo[4,5-c]pyridin-4-amine (0. 11 g, 0.36 mmol) and N-iodosuccinimide (0.098 g, 0.43 mmol) in N,N-dimethylformamide (1.5 mL) was stirred at ambient temperature for 30 minutes. The mixture was applied to a silica gel column and eluted with dichloromethane/ethyl acetate (8:2) to provide the title compound (100 mg): 1H NMR (DMSO-d6, 400 MHz) δ 8.26 (s, 1H), 7.71 (d, 2H), 7.46 (t, 2H), 7.15-7.25 (m, 5H), 6.45 (bs, 2H); Starting materials: CC(=O)O[BH-](OC(C)=O)OC(C)=O, CCN(C(C)C)C(C)C, ClCCl, CN(CC(CC=O)c1ccc(F)cc1)C(=O)OC(C)(C)C, C1CN(C2CNC2)CCO1, [Na+]. The product is CN(CC(CCN1CC(N2CCOCC2)C1)c1ccc(F)cc1)C(=O)OC(C)(C)C. As a reaction SMILES: [C:41]([O:42][BH-:43]([O:44][C:45](=[O:46])[CH3:47])[O:48][C:49](=[O:50])[CH3:51])(=[O:52])[CH3:53].[CH:32]([N:33]([CH2:34][CH3:35])[CH:36]([CH3:37])[CH3:38])([CH3:39])[CH3:40].[Cl:55][CH2:56][Cl:57].[F:1][c:2]1[cH:3][cH:4][c:5]([CH:8]([CH2:9][N:10]([C:11]([O:12][C:13]([CH3:14])([CH3:15])[CH3:16])=[O:17])[CH3:18])[CH2:19][CH:20]=[O:21])[cH:6][cH:7]1.[NH:22]1[CH2:23][CH:24]([N:26]2[CH2:27][CH2:28][O:29][CH2:30][CH2:31]2)[CH2:25]1.[Na+:54]>>[F:1][c:2]1[cH:3][cH:4][c:5]([CH:8]([CH2:9][N:10]([C:11]([O:12][C:13]([CH3:14])([CH3:15])[CH3:16])=[O:17])[CH3:18])[CH2:19][CH2:20][N:22]2[CH2:23][CH:24]([N:26]3[CH2:27][CH2:28][O:29][CH2:30][CH2:31]3)[CH2:25]2)[cH:6][cH:7]1. The reactants are 10, CC1=NC2=C(N1)C=CC=C2CO (2-methyl-1H-benzimidazole-4-methanol). Reagents/catalysts: [O-2].[Mn+4].[O-2] (manganese(IV) oxide). The solvent is C(C)(=O)OCC (ethyl acetate). Conditions: time 19 hour. The product is CC1=NC2=C(N1)C=CC=C2C=O (2-methyl-1H-benzimidazole-4-carboxaldehyde). Isolated yield 35.2%. RXN SMILES: [CH3:1][C:2]1[NH:6][C:5]2[CH:7]=[CH:8][CH:9]=[C:10]([CH2:11][OH:12])[C:4]=2[N:3]=1>[O-2].[Mn+4].[O-2].C(OCC)(=O)C>[CH3:1][C:2]1[NH:6][C:5]2[CH:7]=[CH:8][CH:9]=[C:10]([CH:11]=[O:12])[C:4]=2[N:3]=1 |f:1.2.3|. Reported procedure: (a-3) A mixture of 10 parts of 2-methyl-1H-benzimidazole-4-methanol, 10 parts of manganese(IV) oxide and 180 parts of ethyl acetate was stirred for 19 hours at room temperature. The reaction mixture was filtered over diatomaceous earth and washed with a mixture of ethyl acetate and methanol (80:20 by volume). The filtrate was evaporated and the residue was crystallized from 2-butanone. The product was filtered off and dried, yielding 3.5 parts (35.2%) of 2-methyl-1H-benzimidazole-4-carboxaldehyd... Starting materials: F[B-](F)(F)F, C=CCSCC(=O)OCC, CCOC(=O)C(=CC=C(C(=S)OCC)N(C)C)c1ccccc1, CCOC(=O)C(=CC=[N+](C)C)N(C)C, CCO. Yields the product C=CCSC(=CC=C(C(=O)OCC)N(C)C)C(=O)OCC. Reaction SMILES: [B-:24]([F:25])([F:26])([F:27])[F:28].[CH2:43]([CH:44]=[CH2:45])[S:46][CH2:47][C:48](=[O:49])[O:50][CH2:51][CH3:52].[CH3:1][N:2]([CH3:3])[C:4](=[CH:5][CH:6]=[C:7]([c:8]1[cH:9][cH:10][cH:11][cH:12][cH:13]1)[C:14]([O:15][CH2:16][CH3:17])=[O:18])[C:19]([O:20][CH2:21][CH3:22])=[S:23].[CH3:29][N:30]([C:31](=[CH:32][CH:33]=[N+:34]([CH3:35])[CH3:36])[C:37](=[O:38])[O:39][CH2:40][CH3:41])[CH3:42].[CH3:53][CH2:54][OH:55]>>[CH3:29][N:30]([C:31](=[CH:32][CH:33]=[C:47]([S:46][CH2:43][CH:44]=[CH2:45])[C:48](=[O:49])[O:50][CH2:51][CH3:52])[C:37](=[O:38])[O:39][CH2:40][CH3:41])[CH3:42]. Reactants: OC(CCC1=CC=C(C=C1)C1=NC=C(C=N1)OCC)C ((-)-2-[4-(3-hydroxy-1-butyl)phenyl]-5-(ethoxy)pyrimidine), C(C)(=O)OC(CCC1=CC=C(C=C1)C1=NC=C(C=N1)OCC)C ((-)-2-[4-(3-acetoxy-1-butyl)phenyl]-5-(ethoxy)pyrimidine), [OH-].[Na+] (sodium hydroxide). Run in C(COCCO)O (diethylene glycol). Product: OC(CCC1=CC=C(C=C1)C1=NC=C(C=N1)O)C ((-)-2-[4-(3-hydroxy-1-butyl)phenyl]-5-hydroxypyrimidine). Yield: 161.5%. As a reaction SMILES: [OH:1][CH:2]([CH3:20])[CH2:3][CH2:4][C:5]1[CH:10]=[CH:9][C:8]([C:11]2[N:16]=[CH:15][C:14]([O:17]CC)=[CH:13][N:12]=2)=[CH:7][CH:6]=1.C(OC(C)CCC1C=CC(C2N=CC(OCC)=CN=2)=CC=1)(=O)C.[OH-].[Na+]>C(O)COCCO>[OH:1][CH:2]([CH3:20])[CH2:3][CH2:4][C:5]1[CH:6]=[CH:7][C:8]([C:11]2[N:16]=[CH:15][C:14]([OH:17])=[CH:13][N:12]=2)=[CH:9][CH:10]=1 |f:2.3|. Reported procedure: 2.9 g of (-)-2-[4-(3-hydroxy-1-butyl)phenyl]-5-(ethoxy)pyrimidine, 3.1 g of (-)-2-[4-(3-acetoxy-1-butyl)phenyl]-5-(ethoxy)pyrimidine, 8 g of sodium hydroxide and 60 ml of diethylene glycol were reacted in an analogous manner to Example 1(c) to give 4.2 g of (-)-2-[4-(3-hydroxy-1-butyl)phenyl]-5-hydroxypyrimidine. Reactants: CCN=C=NCCCN(C)C, CN(C)C=O, CN(C)c1ccncc1, Cl, C1CCOC1, O=C(O)c1ccccc1, Cc1oc(S(N)(=O)=O)cc1COc1ccc(-c2ccccc2)cc1. The product is Cc1oc(S(=O)(=O)NC(=O)c2ccccc2)cc1COc1ccc(-c2ccccc2)cc1. RXN SMILES: [CH3:11][N:12]([CH3:13])[CH2:14][CH2:15][CH2:16][N:17]=[C:18]=[N:19][CH2:20][CH3:21].[CH3:51][N:52]([CH3:53])[CH:54]=[O:55].[CH3:56][N:57]([c:58]1[cH:59][cH:60][n:61][cH:62][cH:63]1)[CH3:64].[ClH:10].[O:46]1[CH2:47][CH2:48][CH2:49][CH2:50]1.[OH:1][C:2](=[O:3])[c:4]1[cH:5][cH:6][cH:7][cH:8][cH:9]1.[c:22]1(-[c:40]2[cH:41][cH:42][cH:43][cH:44][cH:45]2)[cH:23][cH:24][c:25]([O:28][CH2:29][c:30]2[cH:31][c:32]([S:36](=[O:37])(=[O:38])[NH2:39])[o:33][c:34]2[CH3:35])[cH:26][cH:27]1>>[C:2](=[O:3])([c:4]1[cH:5][cH:6][cH:7][cH:8][cH:9]1)[NH:39][S:36]([c:32]1[cH:31][c:30]([CH2:29][O:28][c:25]2[cH:24][cH:23][c:22](-[c:40]3[cH:41][cH:42][cH:43][cH:44][cH:45]3)[cH:27][cH:26]2)[c:34]([CH3:35])[o:33]1)(=[O:37])=[O:38].